Dataset: the Open Reaction Database (ORD), a public repository of structured organic reaction records. Task: describe an organic reaction: reactants, conditions, products, and yield Reactants: C1CCOC1, CC(C)=O, CC(=O)O, NCCC(c1ccccc1)c1ccccc1. Product: CC(C)NCCC(c1ccccc1)c1ccccc1. Reaction SMILES: [CH2:25]1[O:26][CH2:27][CH2:28][CH2:29]1.[CH3:17][C:18]([CH3:19])=[O:20].[CH3:21][C:22](=[O:23])[OH:24].[c:1]1([CH:7]([CH2:8][CH2:9][NH2:10])[c:11]2[cH:12][cH:13][cH:14][cH:15][cH:16]2)[cH:2][cH:3][cH:4][cH:5][cH:6]1>>[c:1]1([CH:7]([CH2:8][CH2:9][NH:10][CH:18]([CH3:17])[CH3:19])[c:11]2[cH:12][cH:13][cH:14][cH:15][cH:16]2)[cH:2][cH:3][cH:4][cH:5][cH:6]1. The reactants are FC(C1=CC=C(C=C1)C1=NC=2C(=NC=CC2)N1CC(=O)O)(F)F (2-[4-(trifluoromethyl)phenyl]-3H-imidazo[4,5-b]pyridine-3-acetic acid), C(=O)(N1C=NC=C1)N1C=NC=C1 (1,1'-carbonyldiimidazole), CN(CCN)C (N,N-dimethylethylenediamine). Solvent: O1CCCC1 (tetrahydrofuran), O1CCCC1 (tetrahydrofuran). Run at time 2 hour. Yields the product CN(CCNC(CN1C(=NC=2C1=NC=CC2)C2=CC=C(C=C2)C(F)(F)F)=O)C (N-[2-(Dimethylamino)ethyl]-2-[4-(trifluoromethyl)phenyl]-3H-imidazo[4,5-b]pyridine-3-acetamide). Yield: 49.1%. As a reaction SMILES: [F:1][C:2]([F:23])([F:22])[C:3]1[CH:8]=[CH:7][C:6]([C:9]2[N:17]([CH2:18][C:19]([OH:21])=O)[C:12]3=[N:13][CH:14]=[CH:15][CH:16]=[C:11]3[N:10]=2)=[CH:5][CH:4]=1.[C:24](N1C=CN=C1)([N:26]1[CH:30]=[CH:29][N:28]=[CH:27]1)=O.CN(C)CCN>O1CCCC1>[CH3:24][N:26]([CH3:27])[CH2:30][CH2:29][NH:28][C:19](=[O:21])[CH2:18][N:17]1[C:12]2=[N:13][CH:14]=[CH:15][CH:16]=[C:11]2[N:10]=[C:9]1[C:6]1[CH:7]=[CH:8][C:3]([C:2]([F:1])([F:23])[F:22])=[CH:4][CH:5]=1. Reported procedure: A suspension of 2-[4-(trifluoromethyl)phenyl]-3H-imidazo[4,5-b]pyridine-3-acetic acid (5.0 g, 0.0156 mole), 1,1'-carbonyldiimidazole (3.0 g, 0.0185 mole) and dry tetrahydrofuran (125 ml) was stirred at room temperature for 2 hours with nitrogen bubbling through it. The reaction mixture was then heated at 50° C. under nitrogen for 2 hours. The solution was cooled and a solution of N,N-dimethylethylenediamine (4.2 g, 0.047 mole) in tetrahydrofuran (5 ml) was added. The reaction mixture was stirred... Starting materials: N1C=NC2=NC=CC=C21 (imidazo[4,5-b]pyridine), [H-].[Na+] (sodium hydride), BrCC1=C(C=C(C(=O)N(C2CCCC2)C2CCCC2)C=C1)OC (4-bromomethyl-3-methoxy-N,N-dicyclopentyl benzamide). The solvent is CN(C=O)C (N,N-dimethylformamide). Run at time 2 hour. Yields the product C1(CCCC1)N(C(C1=CC(=C(C=C1)CN1CNC2=NC=CC=C21)OC)=O)C2CCCC2 (N, N-dicyclopentyl-4-(3H-imidazo[4,5-b]pyridin-1-ylmethyl)-3-methoxybenzamide). RXN SMILES: [NH:1]1[C:9]2[C:4](=[N:5][CH:6]=[CH:7][CH:8]=2)[N:3]=[CH:2]1.[H-].[Na+].Br[CH2:13][C:14]1[CH:32]=[CH:31][C:17]([C:18]([N:20]([CH:26]2[CH2:30][CH2:29][CH2:28][CH2:27]2)[CH:21]2[CH2:25][CH2:24][CH2:23][CH2:22]2)=[O:19])=[CH:16][C:15]=1[O:33][CH3:34]>CN(C)C=O>[CH:26]1([N:20]([CH:21]2[CH2:22][CH2:23][CH2:24][CH2:25]2)[C:18](=[O:19])[C:17]2[CH:31]=[CH:32][C:14]([CH2:13][N:1]3[C:9]4[C:4](=[N:5][CH:6]=[CH:7][CH:8]=4)[NH:3][CH2:2]3)=[C:15]([O:33][CH3:34])[CH:16]=2)[CH2:27][CH2:28][CH2:29][CH2:30]1 |f:1.2|. Procedure details: To a stirred solution of imidazo[4,5-b]pyridine (350 mg, 2.94 mmol) in N,N-dimethylformamide (25 mL), sodium hydride (118 mg, 60% dispersion in mineral oil, 2.94 mmol) was added. After stirring for 2 hr, 4-bromomethyl-3-methoxy-N,N-dicyclopentyl benzamide (1.4 g, 3.57 mmol) was added in small installments over 10 min. The reaction mixture was stirred under argon at 25° C. After 18 h, the reaction was quenched by adding acetic acid (0.5 mL) and the solvent was removed under reduced pressure at <4... Starting materials: N1=C(C=CC=C1)NC(CN1CCC(=CC1)C1=CNC2=CC(=CC=C12)Cl)=O (N-(2-pyridinyl)-2-(4-(6-chloro-1H-indol-3-yl)-1,2,3,6-tetrahydropyridin-1-yl)acetamide), [H-].[Al+3].[Li+].[H-].[H-].[H-] (lithium aluminum hydride). The solvent is O1CCCC1 (tetrahydrofuran), O1CCCC1 (tetrahydrofuran). Product: ClC1=CC=C2C(=CNC2=C1)C=1CCN(CC1)CCNC1=NC=CC=C1 (6-chloro-3-(1-(2-(N-(2-pyridinyl)amino)ethyl)-1,2,3,6-tetrahydropyridin-4-yl)-1H-indole). Yield: 38.5%. As a reaction SMILES: [N:1]1[CH:6]=[CH:5][CH:4]=[CH:3][C:2]=1[NH:7][C:8](=O)[CH2:9][N:10]1[CH2:15][CH:14]=[C:13]([C:16]2[C:24]3[C:19](=[CH:20][C:21]([Cl:25])=[CH:22][CH:23]=3)[NH:18][CH:17]=2)[CH2:12][CH2:11]1.[H-].[Al+3].[Li+].[H-].[H-].[H-]>O1CCCC1>[Cl:25][C:21]1[CH:20]=[C:19]2[C:24]([C:16]([C:13]3[CH2:14][CH2:15][N:10]([CH2:9][CH2:8][NH:7][C:2]4[CH:3]=[CH:4][CH:5]=[CH:6][N:1]=4)[CH2:11][CH:12]=3)=[CH:17][NH:18]2)=[CH:23][CH:22]=1 |f:1.2.3.4.5.6|. Reported procedure: A solution of 0.83 gm (2.28 mMol) N-(2-pyridinyl)-2-(4-(6-chloro-1H-indol-3-yl)-1,2,3,6-tetrahydropyridin-1-yl)acetamide in 20 mL tetrahydrofuran was added dropwise to a slurry of 0.130 gm (3.41 mMol) lithium aluminum hydride in 10 mL tetrahydrofuran at 0° C. at such a rate as to maintain the reaction temperature >5° C. The reaction mixture was then allowed to warm to room temperature over 2 hours. The reaction mixture was then quenched by the sequential addition of water, 15% aqueous sodium hyd...